Dataset: the Open Reaction Database (ORD), a public repository of structured organic reaction records. Task: describe an organic reaction: reactants, conditions, products, and yield As a reaction SMILES: [CH3:1][C:2]1[N:6]=[C:5]([N:7]2[CH2:12][CH2:11][C:10](=O)[CH2:9][CH2:8]2)[S:4][N:3]=1.[F:14][C:15]1[CH:20]=[CH:19][C:18]([CH:21]2[N:26]3[N:27]=[C:28]([NH2:30])[N:29]=[C:25]3[CH2:24][CH2:23][CH2:22]2)=[CH:17][CH:16]=1.NC1C=CC=C(Br)N=1>>[F:14][C:15]1[CH:20]=[CH:19][C:18]([CH:21]2[N:26]3[N:27]=[C:28]([NH:30][CH:10]4[CH2:11][CH2:12][N:7]([C:5]5[S:4][N:3]=[C:2]([CH3:1])[N:6]=5)[CH2:8][CH2:9]4)[N:29]=[C:25]3[CH2:24][CH2:23][CH2:22]2)=[CH:17][CH:16]=1. The product is FC1=CC=C(C=C1)C1CCCC=2N1N=C(N2)NC2CCN(CC2)C2=NC(=NS2)C ([5-(4-Fluoro-phenyl)-5,6,7,8-tetrahydro-[1,2,4]triazolo[1,5-a]pyridin-2-yl]-[1-(3-methyl-[1,2,4]thiadiazol-5-yl)-piperidin-4-yl]-amine), solid. Procedure: Prepared in analogy to example 1 step h) starting from 1-(3-methyl-[1,2,4]thiadiazol-5-yl)-piperidin-4-one (example 1c) and 5-(4-fluoro-phenyl)-5,6,7,8-tetrahydro-[1,2,4]triazolo[1,5-a]pyridin-2-ylamine. The latter compound can be prepared in analogy to example 1 steps d-g) starting from 2-amino-6-bromo-pyridine. The title compound was obtained as a white solid (yield=30%). Yield: 30.0%. The reactants are NC1=NC(=CC=C1)Br (2-amino-6-bromo-pyridine), CC1=NSC(=N1)N1CCC(CC1)=O (1-(3-methyl-[1,2,4]thiadiazol-5-yl)-piperidin-4-one), FC1=CC=C(C=C1)C1CCCC=2N1N=C(N2)N (5-(4-fluoro-phenyl)-5,6,7,8-tetrahydro-[1,2,4]triazolo[1,5-a]pyridin-2-ylamine). The reactants are FCCBr, CCO, Cl, O=C(OCCF)c1c(OCCF)cccc1OCCF, [Na+], [OH-], O=C(O)c1c(O)cccc1O. Product: O=C(O)c1c(OCCF)cccc1OCCF. As a reaction SMILES: [Br:34][CH2:35][CH2:36][F:37].[CH3:39][CH2:40][OH:41].[ClH:38].[F:3][CH2:4][CH2:5][O:6][c:7]1[c:8]([C:9](=[O:10])[O:11][CH2:12][CH2:13][F:14])[c:15]([O:19][CH2:20][CH2:21][F:22])[cH:16][cH:17][cH:18]1.[Na+:2].[OH-:1].[OH:23][c:24]1[cH:25][cH:26][cH:27][c:28]([OH:29])[c:30]1[C:31]([OH:32])=[O:33]>>[F:3][CH2:4][CH2:5][O:6][c:7]1[c:8]([C:9](=[O:10])[OH:11])[c:15]([O:19][CH2:20][CH2:21][F:22])[cH:16][cH:17][cH:18]1. Starting materials: CC1(OC[C@@H](N1C(=O)OC(C)(C)C)C(=O)OC)C ((R)-3-tert-butyl 4-methyl 2,2-dimethyloxazolidine-3,4-dicarboxylate), [H-].[H-].[H-].[H-].[Li+].[Al+3] (LiAlH4). Run at time 8 hour. Reaction SMILES: [CH3:1][C:2]1([CH3:18])[N:6]([C:7]([O:9][C:10]([CH3:13])([CH3:12])[CH3:11])=[O:8])[C@@H:5]([C:14](OC)=[O:15])[CH2:4][O:3]1.[H-].[H-].[H-].[H-].[Li+].[Al+3]>C(OCC)C>[OH:15][CH2:14][C@H:5]1[CH2:4][O:3][C:2]([CH3:1])([CH3:18])[N:6]1[C:7]([O:9][C:10]([CH3:13])([CH3:12])[CH3:11])=[O:8] |f:1.2.3.4.5.6|. Reported procedure: A solution of (R)-3-tert-butyl 4-methyl 2,2-dimethyloxazolidine-3,4-dicarboxylate (5 g, 19.3 mmol) in anhydrous diethyl ether was chilled in an ice bath and 1 M LiAlH4 in diethyl ether (38 mL, 38.6 mmol) was added dropwise under an N2 atmosphere. The reaction was allowed to warm to room temperature with stirring overnight. The reaction was quenched by slowly adding saturated aqueous Na2SO4 (5 mL). The slurry was filtered through a pad of Celite. The Celite pad was rinsed with EtOAc and the solut... Yield: 62.2%. The solvent is C(C)OCC (diethyl ether), C(C)OCC (diethyl ether). Product: OC[C@@H]1N(C(OC1)(C)C)C(=O)OC(C)(C)C ((S)-tert-butyl 4-(hydroxymethyl)-2,2-dimethyloxazolidine-3-carboxylate).